From a dataset of the Open Reaction Database (ORD), a public repository of structured organic reaction records. describe an organic reaction: reactants, conditions, products, and yield Reactants: CSC(=N)Nc1nc(-c2cccc(CNC(C)=O)c2)cs1, COCCN, CCO, I. The product is COCCNC(N)=Nc1nc(-c2cccc(CNC(C)=O)c2)cs1. As a reaction SMILES: [C:2]([CH3:3])(=[O:4])[NH:5][CH2:6][c:7]1[cH:8][c:9](-[c:13]2[n:14][c:15]([NH:18][C:19]([S:20][CH3:21])=[NH:22])[s:16][cH:17]2)[cH:10][cH:11][cH:12]1.[CH3:23][O:24][CH2:25][CH2:26][NH2:27].[CH3:28][CH2:29][OH:30].[IH:1]>>[C:2]([CH3:3])(=[O:4])[NH:5][CH2:6][c:7]1[cH:8][c:9](-[c:13]2[n:14][c:15]([N:18]=[C:19]([NH2:22])[NH:27][CH2:26][CH2:25][O:24][CH3:23])[s:16][cH:17]2)[cH:10][cH:11][cH:12]1. The reactants are CS(=O)(=O)OCCOC1=C(C=C(C=C1)F)OCC(C)C (2-[4-fluoro-2-(2-methylprop-1-yloxy)phenoxy]ethyl methanesulfonate), ClC=1C=C2C(=CNC2=CC1)CC(C)(C)N ([2-(5-chloro-1H-indol-3-yl)-1,1-dimethylethyl]amine), N1C=C(C2=CC=CC=C12)CC(C)(C)N ([2-(1H-indol-3-yl)-1,1-dimethylethyl]amine). The product is Cl.N1C=C(C2=CC=CC=C12)CC(C)(C)NCCOC1=C(C=C(C=C1)F)OCC(C)C ([2-(1H-indol-3-yl)-1,1-dimethylethyl]{2-[4-fluoro-2-(2-methylprop-1-yloxy)phenoxy]ethyl}amine hydrochloride). RXN SMILES: CS(O[CH2:6][CH2:7][O:8][C:9]1[CH:14]=[CH:13][C:12]([F:15])=[CH:11][C:10]=1[O:16][CH2:17][CH:18]([CH3:20])[CH3:19])(=O)=O.[Cl:21][C:22]1[CH:23]=[C:24]2[C:28](=[CH:29][CH:30]=1)[NH:27][CH:26]=[C:25]2[CH2:31][C:32]([NH2:35])([CH3:34])[CH3:33].N1C2C(=CC=CC=2)C(CC(N)(C)C)=C1>>[ClH:21].[NH:27]1[C:28]2[C:24](=[CH:23][CH:22]=[CH:30][CH:29]=2)[C:25]([CH2:31][C:32]([NH:35][CH2:6][CH2:7][O:8][C:9]2[CH:14]=[CH:13][C:12]([F:15])=[CH:11][C:10]=2[O:16][CH2:17][CH:18]([CH3:19])[CH3:20])([CH3:33])[CH3:34])=[CH:26]1 |f:3.4|. Procedure details: Proceeding as in Example 3, but replacing 2-[2-(cyclopropylmethyloxy)phenoxy]ethyl methanesulfonate with 2-[4-fluoro-2-(2-methylprop-1-yloxy)phenoxy]ethyl methanesulfonate and [2-(5-chloro-1H-indol-3-yl)-1,1-dimethylethyl]amine with [2-(1H-indol-3-yl)-1,1-dimethylethyl]amine, gave [2-(1H-indol-3-yl)-1,1-dimethylethyl]{2-[4-fluoro-2-(2-methylprop-1-yloxy)phenoxy]ethyl}amine hydrochloride, m.p. 155°-156° C. The reactants are ClC(C(O)O)(Cl)Cl (chloral hydrate), S(=O)(=O)(O)O.NC=1N=C(NC(C1N)=O)C1=C(C=CC=C1)OCCC (4,5-diamino-2-(2-propoxyphenyl)pyrimidin-6-one sulphate). The solvent is CO (methanol), CO (methanol). Conditions: temperature 80 celsius, time 1.5 hour. The product is C(CC)OC1=C(C=CC=C1)C1=NC=2N=CC(NC2C(N1)=O)=O (2-(2-Propoxyphenyl)pteridin-4,6(3H,5H)-dione). Yield: 61.0%. As a reaction SMILES: Cl[C:2](Cl)(Cl)[CH:3](O)[OH:4].S(O)(O)(=O)=O.[NH2:13][C:14]1[N:15]=[C:16]([C:22]2[CH:27]=[CH:26][CH:25]=[CH:24][C:23]=2[O:28][CH2:29][CH2:30][CH3:31])[NH:17][C:18](=[O:21])[C:19]=1[NH2:20]>CO>[CH2:29]([O:28][C:23]1[CH:24]=[CH:25][CH:26]=[CH:27][C:22]=1[C:16]1[NH:17][C:18](=[O:21])[C:19]2[NH:20][C:3](=[O:4])[CH:2]=[N:13][C:14]=2[N:15]=1)[CH2:30][CH3:31] |f:1.2|. Procedure: A solution of chloral hydrate (1.74 g) in 50% aqueous methanol (10 ml) was added over 10 minutes to a stirred solution of 4,5-diamino-2-(2-propoxyphenyl)pyrimidin-6-one sulphate (1.89 g) in 50% aqueous methanol (60 ml) at 80° C. and the reaction mixture was stirred at 80° C. for 1.5 hours. The cooled reaction mixture was filtered to remove an orange brown solid which was discarded. On standing overnight the filtrate afforded a crude solid product (0.96 g) which was collected and washed with dilu... Reactants: Cc1cc(Br)cc(C)[n+]1[O-], CC(c1ccc(B2OC(C)(C)C(C)(C)O2)cc1)N1CCC(CC(C)(C)O)(c2ccccc2)OC1=O. The product is Cc1cc(-c2ccc(C(C)N3CCC(CC(C)(C)O)(c4ccccc4)OC3=O)cc2)cc(C)[n+]1[O-]. RXN SMILES: [Br:36][c:37]1[cH:38][c:39]([CH3:45])[n+:40]([O-:44])[c:41]([CH3:43])[cH:42]1.[OH:1][C:2]([CH2:3][C:4]1([c:28]2[cH:29][cH:30][cH:31][cH:32][cH:33]2)[CH2:5][CH2:6][N:7]([CH:11]([CH3:12])[c:13]2[cH:14][cH:15][c:16]([B:19]3[O:20][C:21]([CH3:22])([CH3:23])[C:24]([CH3:25])([CH3:26])[O:27]3)[cH:17][cH:18]2)[C:8](=[O:10])[O:9]1)([CH3:34])[CH3:35]>>[OH:1][C:2]([CH2:3][C:4]1([c:28]2[cH:29][cH:30][cH:31][cH:32][cH:33]2)[CH2:5][CH2:6][N:7]([CH:11]([CH3:12])[c:13]2[cH:14][cH:15][c:16](-[c:37]3[cH:38][c:39]([CH3:45])[n+:40]([O-:44])[c:41]([CH3:43])[cH:42]3)[cH:17][cH:18]2)[C:8](=[O:10])[O:9]1)([CH3:34])[CH3:35]. Procedure details: A solution of 2-(4-(1,3-dioxan-2-yl)-2-fluorophenyl)-5-(trimethylstannyl)-thiazolo[5,4-b]pyridine (1.00 g, 2.087 mmol) and tetrahydro-2H-pyran-4-carbonyl chloride (0.434 mL, 2.92 mmol) in 15 mL toluene was sealed and heated to 80° C. After 4 h a precipitate formed. The reaction mixture was cooled and filtered, rinsing with Et2O, and the solid was dried in vacuo to give (2-(4-(1,3-dioxan-2-yl)-2-fluorophenyl)-thiazolo[5,4-b]pyridine-5-yl)(tetrahydro-2H-pyran-4-yl)methanone as a white solid. MS (E... Starting materials: O1C(OCCC1)C1=CC(=C(C=C1)C=1SC2=NC(=CC=C2N1)[Sn](C)(C)C)F (2-(4-(1,3-dioxan-2-yl)-2-fluorophenyl)-5-(trimethylstannyl)-thiazolo[5,4-b]pyridine), O1CCC(CC1)C(=O)Cl (tetrahydro-2H-pyran-4-carbonyl chloride). The product is O1C(OCCC1)C1=CC(=C(C=C1)C=1SC2=NC(=CC=C2N1)C(=O)C1CCOCC1)F ((2-(4-(1,3-dioxan-2-yl)-2-fluorophenyl)-thiazolo[5,4-b]pyridine-5-yl)(tetrahydro-2H-pyran-4-yl)methanone). Run at temperature 80 celsius. Solvent: C1(=CC=CC=C1)C (toluene). As a reaction SMILES: [O:1]1[CH2:6][CH2:5][CH2:4][O:3][CH:2]1[C:7]1[CH:12]=[CH:11][C:10]([C:13]2[S:14][C:15]3[C:20]([N:21]=2)=[CH:19][CH:18]=[C:17]([Sn](C)(C)C)[N:16]=3)=[C:9]([F:26])[CH:8]=1.[O:27]1[CH2:32][CH2:31][CH:30]([C:33](Cl)=[O:34])[CH2:29][CH2:28]1>C1(C)C=CC=CC=1>[O:1]1[CH2:6][CH2:5][CH2:4][O:3][CH:2]1[C:7]1[CH:12]=[CH:11][C:10]([C:13]2[S:14][C:15]3[C:20]([N:21]=2)=[CH:19][CH:18]=[C:17]([C:33]([CH:30]2[CH2:31][CH2:32][O:27][CH2:28][CH2:29]2)=[O:34])[N:16]=3)=[C:9]([F:26])[CH:8]=1. Starting materials: COc1ccc(P2(=S)SP(=S)(c3ccc(OC)cc3)S2)cc1, COCCOC, ClC(Cl)Cl, O=C(OC1CCCCC1)c1csc(C2CCN(C(=O)Cn3nc(C(F)F)cc3C(F)F)CC2)n1. Product: O=C(OC1CCCCC1)c1csc(C2CCN(C(=S)Cn3nc(C(F)F)cc3C(F)F)CC2)n1. RXN SMILES: [CH3:1][O:2][c:3]1[cH:4][cH:5][c:6]([P:7]2(=[S:8])[S:9][P:11](=[S:12])([c:13]3[cH:14][cH:15][c:16]([O:17][CH3:18])[cH:19][cH:20]3)[S:10]2)[cH:21][cH:22]1.[CH3:57][O:58][CH2:59][CH2:60][O:61][CH3:62].[CH:63]([Cl:64])([Cl:65])[Cl:66].[F:23][CH:24]([c:25]1[n:26][n:27]([CH2:33][C:34](=[O:35])[N:36]2[CH2:37][CH2:38][CH:39]([c:42]3[s:43][cH:44][c:45]([C:47](=[O:48])[O:49][CH:50]4[CH2:51][CH2:52][CH2:53][CH2:54][CH2:55]4)[n:46]3)[CH2:40][CH2:41]2)[c:28]([CH:30]([F:31])[F:32])[cH:29]1)[F:56]>>[S:10]=[C:34]([CH2:33][n:27]1[n:26][c:25]([CH:24]([F:23])[F:56])[cH:29][c:28]1[CH:30]([F:31])[F:32])[N:36]1[CH2:37][CH2:38][CH:39]([c:42]2[s:43][cH:44][c:45]([C:47](=[O:48])[O:49][CH:50]3[CH2:51][CH2:52][CH2:53][CH2:54][CH2:55]3)[n:46]2)[CH2:40][CH2:41]1.